This data is from the Open Reaction Database (ORD), a public repository of structured organic reaction records. The task is: describe an organic reaction: reactants, conditions, products, and yield The reactants are C(C)(C)S(=O)(=O)Cl (Isopropylsulfonyl chloride), C(C1=CC=CC=C1)N1C(C2=CC=C(C=C2CC1=O)Cl)=O (2-benzyl-6-chloro-4H-isoquinoline-1,3-dione), C1CCC2=NCCCN2CC1 (DBU). Solvent: C(Cl)Cl (methylene chloride), ice EtOH, CCOC(=O)C (EtOAc). Reaction conditions: time 30 minute. The product is C(C1=CC=CC=C1)N1C(C2=CC=C(C=C2C(C1=O)S(=O)(=O)C(C)C)Cl)=O (2-Benzyl-6-chloro-4-(1-methylethyl)sulfonyl-4H-isoquinolin-1,3-dione). The yield is 54.2%. RXN SMILES: [CH:1]([S:4](Cl)(=[O:6])=[O:5])([CH3:3])[CH3:2].[CH2:8]([N:15]1[C:24](=[O:25])[CH2:23][C:22]2[C:17](=[CH:18][CH:19]=[C:20]([Cl:26])[CH:21]=2)[C:16]1=[O:27])[C:9]1[CH:14]=[CH:13][CH:12]=[CH:11][CH:10]=1.C1CCN2C(=NCCC2)CC1>C(Cl)Cl.CCOC(C)=O>[CH2:8]([N:15]1[C:24](=[O:25])[CH:23]([S:4]([CH:1]([CH3:3])[CH3:2])(=[O:6])=[O:5])[C:22]2[C:17](=[CH:18][CH:19]=[C:20]([Cl:26])[CH:21]=2)[C:16]1=[O:27])[C:9]1[CH:10]=[CH:11][CH:12]=[CH:13][CH:14]=1. Procedure details: Isopropylsulfonyl chloride (140 mg, 0.962mmol) was added to a solution of 250 mg (0.875 mmol) 2-benzyl-6-chloro-4H-isoquinoline-1,3-dione and 270 mg (1.75 mmol) DBU in 2.5 mL methylene chloride under Argon, which was cooled in ice-EtOH to -10° C. After 30 min, the reaction was allowed to warm to room temperature and was stirred overnight. The reaction was diluted with EtOAc, washed three times with 2N HCl dried (Na2 SO4) and concentrated. The residue was triturated with EtOH, petroleum ether was... The reactants are C(#N)C1=CC=C(C=C1)C=1OC2=NC=CC=C2N1 (2-(4-cyanophenyl)oxazolo[5,4-b]pyridine), S(O)(O)(=O)=O (sulfuric acid). Run at time 16 hour. Product: C(N)(=O)C1=CC=C(C=C1)C=1OC2=NC=CC=C2N1 (2-(4-carbamylphenyl)oxazolo[5,4-b]pyridine). As a reaction SMILES: [C:1]([C:3]1[CH:8]=[CH:7][C:6]([C:9]2[O:10][C:11]3[C:16]([N:17]=2)=[CH:15][CH:14]=[CH:13][N:12]=3)=[CH:5][CH:4]=1)#[N:2].S(=O)(=O)(O)[OH:19]>>[C:1]([C:3]1[CH:4]=[CH:5][C:6]([C:9]2[O:10][C:11]3[C:16]([N:17]=2)=[CH:15][CH:14]=[CH:13][N:12]=3)=[CH:7][CH:8]=1)(=[O:19])[NH2:2]. Reported procedure: A solution of 600 mg. of 2-(4-cyanophenyl)oxazolo[5,4-b]pyridine in 8 ml. of concentrated sulfuric acid was allowed to stand at room temperature for 16 hours. The solution was poured onto ice and the white precipitate was collected on a filter to give 2-(4-carbamylphenyl)oxazolo[5,4-b]pyridine, m.p. 315° C. (dec.). Reactants: C(C)(C)(C)OC(=O)N1CCC2=C(CC1)C=C(C=C2)C2=NOC(=C2)C (7-(5-Methyl-isoxazol-3-yl)-1,2,4,5-tetrahydro-benzo[d]azepine-3-carboxylic acid tert-butyl ester), C(C)O (ethanol), Cl (hydrochloride). Solvent: C(C)OCC (Diethyl ether). Reaction conditions: time 12 hour. The product is Cl.CC1=CC(=NO1)C1=CC2=C(CCNCC2)C=C1 (7-(5-Methyl-isoxazol-3-yl)-2,3,4,5-tetrahydro-1H-3-benzazepine hydrochloride). Isolated yield 81.0%. RXN SMILES: C(OC([N:8]1[CH2:14][CH2:13][C:12]2[CH:15]=[C:16]([C:19]3[CH:23]=[C:22]([CH3:24])[O:21][N:20]=3)[CH:17]=[CH:18][C:11]=2[CH2:10][CH2:9]1)=O)(C)(C)C.C(O)C.[ClH:28]>C(OCC)C>[ClH:28].[CH3:24][C:22]1[O:21][N:20]=[C:19]([C:16]2[CH:17]=[CH:18][C:11]3[CH2:10][CH2:9][NH:8][CH2:14][CH2:13][C:12]=3[CH:15]=2)[CH:23]=1 |f:4.5|. Procedure details: 7-(5-Methyl-isoxazol-3-yl)-1,2,4,5-tetrahydro-benzo[d]azepine-3-carboxylic acid tert-butyl ester (1.9 g, 5.8 mmol) was treated with ethanol (20 ml) followed by a saturated ethanolic hydrochloride solution (20 ml). The mixture was stirred for 12 h until a precipitate was observed. Diethyl ether (100 ml) was added and the precipitate filtered and dried in vacuo to give the title compound as a colourless solid (1.25 g, 81%). Starting materials: CC=1N=C(SC1C(NCC=1C=NC=CC1)=O)C1=NN(C=C1)CCOS(=O)(=O)C (methanesulfonic acid 2-(3-{4-methyl-5-[(pyridin-3-ylmethyl)-carbamoyl]-thiazol-2-yl}-pyrazol-1-yl)-ethyl ester), NC1=CC=CC=C1 (aniline), C(Cl)Cl (methylene chloride). The solvent is C(C)(=O)OCC (ethyl acetate). Conditions: temperature 85 celsius. Product: N1=CC(=CC=C1)CNC(=O)C1C(N=C(S1)C1=NN(C=C1)CCNC1=CC=CC=C1)(C)C (4-methyl-2-[1-(2-phenylamino-ethyl)-1H-pyrazol-3-yl]-4-methyl-thiazole-5-carboxylic acid (pyridin-3-ylmethyl)-amide). Isolated yield 52.0%. Reaction SMILES: [CH3:1][C:2]1[N:3]=[C:4]([C:17]2[CH:21]=[CH:20][N:19]([CH2:22][CH2:23]OS(C)(=O)=O)[N:18]=2)[S:5][C:6]=1[C:7](=[O:16])[NH:8][CH2:9][C:10]1[CH:11]=[N:12][CH:13]=[CH:14][CH:15]=1.[NH2:29][C:30]1[CH:35]=[CH:34][CH:33]=[CH:32][CH:31]=1.[CH2:36](Cl)Cl>C(OCC)(=O)C>[N:12]1[CH:13]=[CH:14][CH:15]=[C:10]([CH2:9][NH:8][C:7]([CH:6]2[S:5][C:4]([C:17]3[CH:21]=[CH:20][N:19]([CH2:22][CH2:23][NH:29][C:30]4[CH:35]=[CH:34][CH:33]=[CH:32][CH:31]=4)[N:18]=3)=[N:3][C:2]2([CH3:36])[CH3:1])=[O:16])[CH:11]=1. Procedure: To a solution of methanesulfonic acid 2-(3-{4-methyl-5-[(pyridin-3-ylmethyl)-carbamoyl]-thiazol-2-yl}-pyrazol-1-yl)-ethyl ester (0.19 g, 0.45 mmol) in methylene chloride (2 mL) was added aniline (0.91 mL, 9.93 mmol). The reaction mixture was heated under nitrogen at 85° C. for 16 hr. The reaction mixture was diluted with ethyl acetate (50 mL), washed with NaHCO3 (100 mL), water (100 mL) and brine (100 mL). The organic phase was dried (Na2SO4) and evaporated. The residue was purified by preparati... Starting materials: C1CC(CCC12CCCCC2)OC=2C=C1C=CC(=CC1=CC2)CO ([6-(Spiro[5.5]undec-3-yloxy)-naphthalen-2-yl]-methanol), C(Cl)Cl (methylene chloride), CC(=O)OI1(C=2C=CC=CC2C(=O)O1)(OC(=O)C)OC(=O)C (Dess-Martin periodinane). Conditions: time 1 hour. Yields the product C1CC(CCC12CCCCC2)OC=2C=C1C=CC(=CC1=CC2)C=O (6-(spiro[5.5]undecan-3-yloxy)-2-naphthaldehyde). As a reaction SMILES: [CH2:1]1[C:6]2([CH2:11][CH2:10][CH2:9][CH2:8][CH2:7]2)[CH2:5][CH2:4][CH:3]([O:12][C:13]2[CH:14]=[C:15]3[C:20](=[CH:21][CH:22]=2)[CH:19]=[C:18]([CH2:23][OH:24])[CH:17]=[CH:16]3)[CH2:2]1.C(Cl)Cl.CC(OI1(OC(C)=O)(OC(C)=O)OC(=O)C2C=CC=CC1=2)=O>>[CH2:5]1[C:6]2([CH2:7][CH2:8][CH2:9][CH2:10][CH2:11]2)[CH2:1][CH2:2][CH:3]([O:12][C:13]2[CH:14]=[C:15]3[C:20](=[CH:21][CH:22]=2)[CH:19]=[C:18]([CH:23]=[O:24])[CH:17]=[CH:16]3)[CH2:4]1. Reported procedure: To [6-(Spiro[5.5]undec-3-yloxy)-naphthalen-2-yl]-methanol (150 mg, 0.46 mmol) in methylene chloride (5 mL, 80 mmol) was added Dess-Martin periodinane (0.274 g, 0.647 mmol) and the resulting solution was stirred at room temperature for 1 hour. The crude reaction was then passed through a silica gel plug, the filtrate was removed under vacuum to give 6-(spiro[5.5]undecan-3-yloxy)-2-naphthaldehyde as a colorless solid. (0.150 g, 100%). 1H NMR (400 MHz, CDCl3) δ 10.09 (s, 1H), 8.25 (s, 1H), 7.92-7.8...